From a dataset of the Open Reaction Database (ORD), a public repository of structured organic reaction records. describe an organic reaction: reactants, conditions, products, and yield The reactants are CC(C)=O, CC(C)O, CCOC(=O)C(C)=Cc1ccc(CC(O)c2cccnc2)cc1. Product: CCOC(=O)C(C)=Cc1ccc(CC(=O)c2cccnc2)cc1. Reaction SMILES: [CH3:28][C:29](=[O:30])[CH3:31].[CH:24]([OH:25])([CH3:26])[CH3:27].[OH:1][CH:2]([CH2:3][c:4]1[cH:5][cH:6][c:7]([CH:8]=[C:9]([C:10](=[O:11])[O:12][CH2:13][CH3:14])[CH3:15])[cH:16][cH:17]1)[c:18]1[cH:19][n:20][cH:21][cH:22][cH:23]1>>[O:1]=[C:2]([CH2:3][c:4]1[cH:5][cH:6][c:7]([CH:8]=[C:9]([C:10](=[O:11])[O:12][CH2:13][CH3:14])[CH3:15])[cH:16][cH:17]1)[c:18]1[cH:19][n:20][cH:21][cH:22][cH:23]1. The reactants are COC1=NC=C(C=C1NC(OCC1=CC=CC=C1)=O)B1OC(C(O1)(C)C)(C)C (benzyl (2-methoxy-5-(4,4,5,5-tetramethyl-1,3,2-dioxaborolan-2-yl)pyridin-3-yl)carbamate), BrC1=CC(=NC=C1)C(=O)NC1=CC(=C(C=C1)C(C)C)C (4-bromo-N-(4-isopropyl-3-methylphenyl)picolinamide), C(=O)([O-])[O-].[K+].[K+] (K2CO3). The reagents and catalysts are C=1C=CC(=CC1)[P](C=2C=CC=CC2)(C=3C=CC=CC3)[Pd]([P](C=4C=CC=CC4)(C=5C=CC=CC5)C=6C=CC=CC6)([P](C=7C=CC=CC7)(C=8C=CC=CC8)C=9C=CC=CC9)[P](C=1C=CC=CC1)(C=1C=CC=CC1)C=1C=CC=CC1 (Pd(PPh3)4). Solvent: CCO (EtOH), C1(=CC=CC=C1)C (toluene), O (water). Run at temperature 100 celsius, time 8 hour. The product is C(C)(C)C1=C(C=C(C=C1)NC(=O)C1=NC=CC(=C1)C=1C=NC(=C(C1)NC(OCC1=CC=CC=C1)=O)OC)C (benzyl (2′-((4-isopropyl-3-methylphenyl)carbamoyl)-6-methoxy-[3,4′-bipyridin]-5-yl)carbamate). Yield: 90.0%. RXN SMILES: [CH3:1][O:2][C:3]1[C:8]([NH:9][C:10](=[O:19])[O:11][CH2:12][C:13]2[CH:18]=[CH:17][CH:16]=[CH:15][CH:14]=2)=[CH:7][C:6](B2OC(C)(C)C(C)(C)O2)=[CH:5][N:4]=1.Br[C:30]1[CH:35]=[CH:34][N:33]=[C:32]([C:36]([NH:38][C:39]2[CH:44]=[CH:43][C:42]([CH:45]([CH3:47])[CH3:46])=[C:41]([CH3:48])[CH:40]=2)=[O:37])[CH:31]=1.C([O-])([O-])=O.[K+].[K+]>CCO.C1(C)C=CC=CC=1.O.C1C=CC([P]([Pd]([P](C2C=CC=CC=2)(C2C=CC=CC=2)C2C=CC=CC=2)([P](C2C=CC=CC=2)(C2C=CC=CC=2)C2C=CC=CC=2)[P](C2C=CC=CC=2)(C2C=CC=CC=2)C2C=CC=CC=2)(C2C=CC=CC=2)C2C=CC=CC=2)=CC=1>[CH:45]([C:42]1[CH:43]=[CH:44][C:39]([NH:38][C:36]([C:32]2[CH:31]=[C:30]([C:6]3[CH:5]=[N:4][C:3]([O:2][CH3:1])=[C:8]([NH:9][C:10](=[O:19])[O:11][CH2:12][C:13]4[CH:14]=[CH:15][CH:16]=[CH:17][CH:18]=4)[CH:7]=3)[CH:35]=[CH:34][N:33]=2)=[O:37])=[CH:40][C:41]=1[CH3:48])([CH3:47])[CH3:46] |f:2.3.4,^1:69,71,90,109|. Reported procedure: To a solution of benzyl (2-methoxy-5-(4,4,5,5-tetramethyl-1,3,2-dioxaborolan-2-yl)pyridin-3-yl)carbamate (180 mg, 0.47 mmol) in EtOH (4 mL) and toluene (16 mL) was added 4-bromo-N-(4-isopropyl-3-methylphenyl)picolinamide (0.23 g, 0.70 mmol), Pd(PPh3)4 (5.4 mg, 0.046 mmol), and 2M K2CO3 in water (0.46 mL). The mixture was stirred at 100° C. overnight under nitrogen. After cooling to room temperature and evaporation of the solvent, the residue was purified by combi-flash (ISCO, 40 g silica, UV254,... Starting materials: COC=1C=C(C=CC1[N+](=O)[O-])C=1CCN(CC1)CCC (4-(3-methoxy-4-nitrophenyl)-1-propyl-1,2,3,6-tetrahydropyridine), CO (methanol). The reagents and catalysts are [Pd] (Palladium on carbon). The solvent is C(C)(=O)OCC (Ethyl acetate). Yields the product COC1=C(N)C=CC(=C1)C1CCN(CC1)CCC (2-methoxy-4-(1-propylpiperidin-4-yl)aniline). The yield is 84.6%. Reaction SMILES: [CH3:1][O:2][C:3]1[CH:4]=[C:5]([C:12]2[CH2:13][CH2:14][N:15]([CH2:18][CH2:19][CH3:20])[CH2:16][CH:17]=2)[CH:6]=[CH:7][C:8]=1[N+:9]([O-])=O.CO>[Pd].C(OCC)(=O)C>[CH3:1][O:2][C:3]1[CH:4]=[C:5]([CH:12]2[CH2:17][CH2:16][N:15]([CH2:18][CH2:19][CH3:20])[CH2:14][CH2:13]2)[CH:6]=[CH:7][C:8]=1[NH2:9]. Reported procedure: Palladium on carbon (10% by weight, 2.5 g) was added to a nitrogen-flushed Fischer-Porter vessel. At least a portion of the 4-(3-methoxy-4-nitrophenyl)-1-propyl-1,2,3,6-tetrahydropyridine from Step B was combined with additional 4-(3-methoxy-4-nitrophenyl)-1-propyl-1,2,3,6-tetrahydropyridine prepared by substantially the same method. Then, a solution of the 4-(3-methoxy-4-nitrophenyl)-1-propyl-1,2,3,6-tetrahydropyridine (9.20 g, 33.3 mmol) in Ethyl acetate (150 mL) followed by methanol (50 mL) w... Reactants: CC(=O)O, O=C1Nc2ccc(I)cc2C1=O, NNC(=O)c1ccc(N)cc1. Product: Nc1ccc(C(=O)NN=C2C(=O)Nc3ccc(I)cc32)cc1. Reaction SMILES: [CH3:24][C:25](=[O:26])[OH:27].[I:1][c:2]1[cH:3][c:4]2[c:8]([cH:9][cH:10]1)[NH:7][C:6](=[O:11])[C:5]2=[O:12].[NH2:13][c:14]1[cH:15][cH:16][c:17]([C:18](=[O:19])[NH:20][NH2:21])[cH:22][cH:23]1>>[I:1][c:2]1[cH:3][c:4]2[c:8]([cH:9][cH:10]1)[NH:7][C:6](=[O:11])[C:5]2=[N:21][NH:20][C:18]([c:17]1[cH:16][cH:15][c:14]([NH2:13])[cH:23][cH:22]1)=[O:19]. Starting materials: [Si](C)(C)(C(C)(C)C)O[C@@H]1C=C2C=C[C@@H]([C@@H]([C@H]2[C@H](C1)OC(C(C1=CC=CC=C1)OC1=CC=C(C=C1)C)=O)CC[C@@H]1C[C@H](CC(O1)=O)O[Si](C)(C)C(C)(C)C)C ((4R,6R)-6-([1S,2S,6S,8S,8aR]-2-{1,2,6,7,8,8a-Hexahydro-6-t-butyldimethylsilyloxy-8-[(2RS)-2-(4-methylphenoxy)-2-phenylacetoxy]-2-methyl-1-naphthyl}ethyl)tetrahyro-4-t-butyldimethylsilyloxy-2H-pyran-2-one), solution, [F-].C(CCC)[N+](CCCC)(CCCC)CCCC (tetrabutylammonium fluoride). The solvent is O1CCCC1 (tetrahydrofuran). The product is O[C@@H]1C=C2C=C[C@@H]([C@@H]([C@H]2[C@H](C1)OC(C(C1=CC=CC=C1)OC1=CC=C(C=C1)C)=O)CC[C@@H]1C[C@H](CC(O1)=O)O)C ((4R,6R)-6-([1S,2S,6S,8S,8aR]-2-{1,2,6,7,8,8a-Hexahydro-6-hydroxy-8-[(2RS)-2-(4-methylphenoxy)-2-phenylacetoxy]-2-methyl-1-naphthyl}ethyl)tetrahydro-4-hydroxy-2H-pyran-2-one). The yield is 74.3%. As a reaction SMILES: [Si]([O:8][C@H:9]1[CH2:18][C@H:17]([O:19][C:20](=[O:36])[CH:21]([O:28][C:29]2[CH:34]=[CH:33][C:32]([CH3:35])=[CH:31][CH:30]=2)[C:22]2[CH:27]=[CH:26][CH:25]=[CH:24][CH:23]=2)[C@H:16]2[C:11]([CH:12]=[CH:13][C@H:14]([CH3:54])[C@@H:15]2[CH2:37][CH2:38][C@H:39]2[O:44][C:43](=[O:45])[CH2:42][C@H:41]([O:46][Si](C(C)(C)C)(C)C)[CH2:40]2)=[CH:10]1)(C(C)(C)C)(C)C.[F-].C([N+](CCCC)(CCCC)CCCC)CCC>O1CCCC1>[OH:8][C@H:9]1[CH2:18][C@H:17]([O:19][C:20](=[O:36])[CH:21]([O:28][C:29]2[CH:30]=[CH:31][C:32]([CH3:35])=[CH:33][CH:34]=2)[C:22]2[CH:23]=[CH:24][CH:25]=[CH:26][CH:27]=2)[C@H:16]2[C:11]([CH:12]=[CH:13][C@H:14]([CH3:54])[C@@H:15]2[CH2:37][CH2:38][C@H:39]2[O:44][C:43](=[O:45])[CH2:42][C@H:41]([OH:46])[CH2:40]2)=[CH:10]1 |f:1.2|. Reported procedure: A procedure similar to that described in Example 2, above, was followed, but using 0.42 g of (4R,6R)-6-([1S,2S,6S,8S,8aR]-2-{1,2,6,7,8,8a-hexahydro-6-t-butyldimethylsilyloxy-8-[(2RS)-2-(4-methylphenoxy)-2-phenylacetoxy]-2-methyl-1-naphthyl}ethyl)tetrahydro-4-t-butyldimethylsilyloxy-2H-pyran-2-one [prepared as described in Example 142, above] and 8.1 ml of a 1.0 molar solution of tetrabutylammonium fluoride in tetrahydrofuran, to give 220 mg of the title compound as a white powder, melting at bet... Starting materials: CC(=O)O, CN1CCCC1=O, CC(C)c1nc(C(=O)N2CCOC3(CCNCC3)C2)cs1, O=C(O)C(F)(F)F, O=Cc1ccc(F)c(CCO)c1F. Yields the product CC(C)c1nc(C(=O)N2CCOC3(CCN(Cc4ccc(F)c(CCO)c4F)CC3)C2)cs1. Reaction SMILES: [CH3:42][C:43](=[O:44])[OH:45].[CH3:46][N:47]1[CH2:48][CH2:49][CH2:50][C:51]1=[O:52].[CH:21]([CH3:22])([CH3:23])[c:24]1[s:25][cH:26][c:27]([C:29](=[O:30])[N:31]2[CH2:32][CH2:33][O:34][C:35]3([CH2:36]2)[CH2:37][CH2:38][NH:39][CH2:40][CH2:41]3)[n:28]1.[F:14][C:15]([F:16])([F:17])[C:18]([OH:19])=[O:20].[F:1][c:2]1[c:3]([CH:4]=[O:5])[cH:6][cH:7][c:8]([F:13])[c:9]1[CH2:10][CH2:11][OH:12]>>[F:1][c:2]1[c:3]([CH2:4][N:39]2[CH2:38][CH2:37][C:35]3([O:34][CH2:33][CH2:32][N:31]([C:29]([c:27]4[cH:26][s:25][c:24]([CH:21]([CH3:22])[CH3:23])[n:28]4)=[O:30])[CH2:36]3)[CH2:41][CH2:40]2)[cH:6][cH:7][c:8]([F:13])[c:9]1[CH2:10][CH2:11][OH:12]. Starting materials: NC1=CC=CC2=CC=CC(=C12)N (1,8-diaminonaphthalene), CC(CCCCCCCCCCC)=O (2-tridecanone). Reagents/catalysts: O.C1(=CC=C(C=C1)S(=O)(=O)O)C (p-toluenesulfonic acid monohydrate). Solvent: C1(=CC=CC=C1)C (toluene). The product is N1CNC2=CC=CC3=CC=CC1=C23 (dihydroperimidine). The yield is 174.3%. Reaction SMILES: [NH2:1][C:2]1[C:11]2[C:6](=[CH:7][CH:8]=[CH:9][C:10]=2[NH2:12])[CH:5]=[CH:4][CH:3]=1.[CH3:13]C(=O)CCCCCCCCCCC>O.C1(C)C=CC(S(O)(=O)=O)=CC=1.C1(C)C=CC=CC=1>[NH:1]1[C:2]2=[C:11]3[C:6](=[CH:5][CH:4]=[CH:3]2)[CH:7]=[CH:8][CH:9]=[C:10]3[NH:12][CH2:13]1 |f:2.3|. Procedure details: A stirred mixture of 26.05 g of 1,8-diaminonaphthalene, 32.66 g of 2-tridecanone, 55 mg of p-toluenesulfonic acid monohydrate, and 250 mL of toluene was heated to reflux under a nitrogen atmosphere using a Dean-Stark trap to remove the water evolved from the reaction for 5 hr. The mixture was then washed with saturated sodium bicarbonate solution, dried over anhydrous potassium carbonate, filtered, and the solvent removed under reduced pressure. The product was distilled to yield 48.86 g of dihy...